The task is: describe an organic reaction: reactants, conditions, products, and yield. This data is from the Open Reaction Database (ORD), a public repository of structured organic reaction records. As a reaction SMILES: [CH3:1][C:2]1[C:22](=[O:23])[C:20](=[O:21])[C:5]2[C@@H:6]([CH2:15][O:16][C:17]([NH2:19])=[O:18])[C@@:7]3([O:13][CH3:14])[C@H:11]4[NH:12][C@H:10]4[CH2:9][N:8]3[C:4]=2[C:3]=1[OH:24].[CH3:25]NN=NC1C=CC(C)=CC=1>>[CH3:1][C:2]1[C:3](=[O:24])[C:4]2[N:8]3[C@@:7]([O:13][CH3:14])([C@H:6]([CH2:15][O:16][C:17]([NH2:19])=[O:18])[C:5]=2[C:20](=[O:21])[C:22]=1[O:23][CH3:25])[C@H:11]1[NH:12][C@H:10]1[CH2:9]3. The reactants are CC1=C(C2=C([C@H]([C@@]3(N2C[C@H]4[C@@H]3N4)OC)COC(=O)N)C(=O)C1=O)O (7-Hydroxy-9a-methoxymitosane), CNN=NC1=CC=C(C=C1)C (3-methyl-I-p-tolyltriazene). Procedure: 7-Hydroxy-9a-methoxymitosane was alkylated with 3-methyl-I-p-tolyltriazene to give mitomycin A or with diazodiphenylmethane to give 7-(diphenylmethyl)oxy-9a-methoxymitosane (hereinafter 7-ODPM mitomycin). The product is CC1=C(C(=O)C2=C(C1=O)N3C[C@H]4[C@@H]([C@@]3([C@@H]2COC(=O)N)OC)N4)OC (mitomycin A). The reactants are C(#N)C=1C=C(C2=CC=CC=C2C1)C(=O)O (3-Cyano-1-naphthoic acid), C(C(=O)Cl)(=O)Cl (oxalyl chloride), CN(C)C=O (DMF). Solvent: C(Cl)Cl (CH2Cl2). Yields the product C(#N)C=1C=C(C2=CC=CC=C2C1)C(=O)Cl (3-cyano-1-naphthoyl chloride). Isolated yield 100.0%. As a reaction SMILES: [C:1]([C:3]1[CH:4]=[C:5]([C:13]([OH:15])=O)[C:6]2[C:11]([CH:12]=1)=[CH:10][CH:9]=[CH:8][CH:7]=2)#[N:2].C(Cl)(=O)C([Cl:19])=O.CN(C=O)C>C(Cl)Cl>[C:1]([C:3]1[CH:4]=[C:5]([C:13]([Cl:19])=[O:15])[C:6]2[C:11]([CH:12]=1)=[CH:10][CH:9]=[CH:8][CH:7]=2)#[N:2]. Reported procedure: 3-Cyano-1-naphthoic acid (see Bioorg. Med. Chem. Lett. 2001, 2769; 1.1 g, 5.6 mmol) was slurried in CH2Cl2 (10 mL) and then oxalyl chloride was added with stirring. A drop of DMF was added and the mixture stirred at room temperature overnight under nitrogen. The solvent was removed by evaporation and there was obtained 1.2 g (100%) of 3-cyano-1-naphthoyl chloride as a pale yellow solid. 1H NMR (300 MHz, CDCl3): 7.7-7.8 (m, 1H), 7.8-7.9 (m, 1H), 8.0-8.1 (m, 1H), 8.5 (s, 1H), 8.7 (s, 1H), 8.8 (d, ... Starting materials: BrC=1C=C(C(=O)OC)C=CC1 (Methyl 3-bromobenzoate), O.NN (Hydrazine hydrate). Solvent: C(C)O (ethanol). Reaction conditions: temperature 80 celsius, time 8 hour. Product: BrC=1C=C(C(=O)NN)C=CC1 (3-Bromobenzohydrazide). The yield is 90.0%. As a reaction SMILES: [Br:1][C:2]1[CH:3]=[C:4]([CH:9]=[CH:10][CH:11]=1)[C:5](OC)=[O:6].O.[NH2:13][NH2:14]>C(O)C>[Br:1][C:2]1[CH:3]=[C:4]([CH:9]=[CH:10][CH:11]=1)[C:5]([NH:13][NH2:14])=[O:6] |f:1.2|. Procedure details: Methyl 3-bromobenzoate (2 g, 9.3 mmol) was dissolved in 25 ml ethanol. Hydrazine hydrate (4.5 ml, 92.9 mmol) was added and the reaction was stirred at 80° C. overnight. The reaction mixture was evaporated under reduced pressure and a white solid was formed. This solid was washed with water and diethyl ether and dried in the vacuum oven to afford 1.8 g (90% yield) of the title compound. Purity 100%. Starting materials: O1CCC(CC1)=O (Tetrahydro-4H-pyran-4-one), N(N)C(=O)OC(C)(C)C (1,1-dimethylethyl hydrazinecarboxylate), C(#N)[BH3-].[Na+] (sodium cyanoborohydride). The solvent is CO (methanol). Reaction conditions: time 3 hour. Product: O1CCC(CC1)NNC(=O)OC(C)(C)C (1,1-Dimethylethyl 2-(tetrahydro-2H-pyran-4-yl)hydrazinecarboxylate). As a reaction SMILES: [O:1]1[CH2:6][CH2:5][C:4](=O)[CH2:3][CH2:2]1.[NH:8]([C:10]([O:12][C:13]([CH3:16])([CH3:15])[CH3:14])=[O:11])[NH2:9].C([BH3-])#N.[Na+]>CO>[O:1]1[CH2:6][CH2:5][CH:4]([NH:9][NH:8][C:10]([O:12][C:13]([CH3:16])([CH3:15])[CH3:14])=[O:11])[CH2:3][CH2:2]1 |f:2.3|. Procedure details: Tetrahydro-4H-pyran-4-one (9.69 g, 97 mmol) was added to a solution of 1,1-dimethylethyl hydrazinecarboxylate (14.07 g, 106 mmol) in methanol (100 mL) and stirred at room temperature for 3 h. The solvent was removed in vacuo, and the crude residue was suspended in acetic acid (140 mL). Next added sodium cyanoborohydride (6.69 g, 106 mmol) in portions over 3 minutes. The contents were stirred at room temperature for 60 h. The solvent was removed in vacuo, and the crude residue was suspended in DC... Reactants: ClCC=1N=C(SC1)N (4-chloromethyl-thiazol-2-ylamine), O (water), [N-]=[N+]=[N-].[Na+] (sodium azide). Run in O1CCOCC1 (dioxane). Product: N(=[N+]=[N-])CC=1N=C(SC1)N (4-azidomethyl-thiazol-2-ylamine). The yield is 70.0%. Reaction SMILES: Cl[CH2:2][C:3]1[N:4]=[C:5]([NH2:8])[S:6][CH:7]=1.O.[N-:10]=[N+:11]=[N-:12].[Na+]>O1CCOCC1>[N:10]([CH2:2][C:3]1[N:4]=[C:5]([NH2:8])[S:6][CH:7]=1)=[N+:11]=[N-:12] |f:2.3|. Reported procedure: To a solution of 4-chloromethyl-thiazol-2-ylamine (7.45 g, 50.0 mmol) in dioxane:water mixture (8:2) was added sodium azide (4.87 g, 75.0 mmol) and the reaction mixture was refluxed for 2–3 h. The mixture was concentrated in vacuo to remove all dioxane and the residue was dissolved in EtOAc (200 mL). The organic layer was washed with water (2×200 mL), brine (2×200 mL), dried over (Na2SO4) and concentrated in vacuo to give 4-azidomethyl-thiazol-2-ylamine in 70–90% yield. Reactants: CNC1=C(C=NC=C1)S(=O)(=O)N (4-methylaminopyridine-3- sulfonamide), C=O (paraformaldehyde), C(C)(=O)OCC (ethyl acetate), Cl (HCl). Run in C(C)(C)O (isopropanol). Product: CN1CNS(C2=C1C=CN=C2)(=O)=O (4-METHYL-2,3-DIHYDRO-4H-PYRIDO[4,3-e] [1,2,4]THIADIAZINE 1,1-DIOXIDE). As a reaction SMILES: [CH3:1][NH:2][C:3]1[CH:8]=[CH:7][N:6]=[CH:5][C:4]=1[S:9]([NH2:12])(=[O:11])=[O:10].C=O.[C:15](OCC)(=O)C.Cl>C(O)(C)C>[CH3:1][N:2]1[C:3]2[CH:8]=[CH:7][N:6]=[CH:5][C:4]=2[S:9](=[O:11])(=[O:10])[NH:12][CH2:15]1. Procedure: A mixture of 1 g of 4-methylaminopyridine-3- sulfonamide (Preparation 6) and 1 g of paraformaldehyde (excess) in 10 cm3 of isopropanol to which 4 cm3 of ethyl acetate saturated with gaseous HCl have been added is brought to reflux for 10 hours. After this lapse of time, the solvent is removed under partial vacuum (rotary evaporator) and the residue is redissolved in methanol. A possible insoluble material is filtered and the filtrate, to which 2 volumes of diethyl ether have been added, is left ... Reactants: ClC=1C=C(C=O)C=C(C1)Cl (3,5-dichlorobenzaldehyde), [N+](=O)(O)[O-] (nitric acid). Run in S(O)(O)(=O)=O (sulfuric acid). Product: ClC=1C(=C(C=O)C=C(C1)Cl)[N+](=O)[O-] (3,5-Dichloro-2-nitrobenzaldehyde). Yield: 79.0%. As a reaction SMILES: [Cl:1][C:2]1[CH:3]=[C:4]([CH:7]=[C:8]([Cl:10])[CH:9]=1)[CH:5]=[O:6].[N+:11]([O-])([OH:13])=[O:12]>S(=O)(=O)(O)O>[Cl:1][C:2]1[C:3]([N+:11]([O-:13])=[O:12])=[C:4]([CH:7]=[C:8]([Cl:10])[CH:9]=1)[CH:5]=[O:6]. Reported procedure: 2-Amino-3-(5,7-dichloro-3-methoxy-2H-indazol-2-yl)-2-methylpropionitrile was prepared using a procedure similar to that described in Example 1, part b, except starting from 1-(5,7-dichloro-3-methoxy-2H-indazol-2-yl)propan-2-one. 1-(4,6-dichloro-3-methoxy-2H-indazol-2-yl)propan-2-one was prepared using a procedure similar to that described in Example 105 part a to d except using 3,5-dichloro-2-nitrobenzaldehyde (2.1 g) and decaborane (0.41 g) in part a to yield [2-(tert-butyldimethylsilanyloxy)pr... The yield is 58.6%. Conditions: temperature 90 celsius, time 1 hour. RXN SMILES: Cl[C:2]1[C:11]([N:12]([CH3:16])[CH:13]([CH3:15])[CH3:14])=[N:10][C:9]2[C:4](=[CH:5][CH:6]=[C:7]([C:17]#[N:18])[CH:8]=2)[N:3]=1.[CH3:19][C:20]1[NH:21][C:22]2[C:27]([CH:28]=1)=[CH:26][C:25](B1OC(C)(C)C(C)(C)O1)=[CH:24][CH:23]=2.C(=O)([O-])[O-].[K+].[K+].O>COCCOC.C1C=CC([P]([Pd]([P](C2C=CC=CC=2)(C2C=CC=CC=2)C2C=CC=CC=2)([P](C2C=CC=CC=2)(C2C=CC=CC=2)C2C=CC=CC=2)[P](C2C=CC=CC=2)(C2C=CC=CC=2)C2C=CC=CC=2)(C2C=CC=CC=2)C2C=CC=CC=2)=CC=1>[CH3:16][N:12]([CH:13]([CH3:15])[CH3:14])[C:11]1[C:2]([C:25]2[CH:26]=[C:27]3[C:22](=[CH:23][CH:24]=2)[NH:21][C:20]([CH3:19])=[CH:28]3)=[N:3][C:4]2[C:9]([N:10]=1)=[CH:8][C:7]([C:17]#[N:18])=[CH:6][CH:5]=2 |f:2.3.4,^1:54,56,75,94|. Reported procedure: To a solution of 2-chloro-3-[methyl(propan-2-yl)amino]quinoxaline-6-carbonitrile (250 mg, 0.96 mmol) in DME (8 ml) was added 2-methyl-5-(tetramethyl-1,3,2-dioxaborolan-2-yl)-1H-indole (494 mg, 1.92 mmol), potassium carbonate (265 mg, 1.92 mmol), Pd(PPh3)4 (58 mg, 0.05 mmol) and water (2 ml). The resulting solution was stirred for 1 h at 90° C. under an inert atmosphere of nitrogen. Then the mixture was quenched with water (100 ml) and extracted with ethyl acetate (3×50 ml), and the organic layer... Reagents/catalysts: C=1C=CC(=CC1)[P](C=2C=CC=CC2)(C=3C=CC=CC3)[Pd]([P](C=4C=CC=CC4)(C=5C=CC=CC5)C=6C=CC=CC6)([P](C=7C=CC=CC7)(C=8C=CC=CC8)C=9C=CC=CC9)[P](C=1C=CC=CC1)(C=1C=CC=CC1)C=1C=CC=CC1 (Pd(PPh3)4). The solvent is COCCOC (DME). Yields the product CN(C=1C(=NC2=CC=C(C=C2N1)C#N)C=1C=C2C=C(NC2=CC1)C)C(C)C (3-[methyl(propan-2-yl)amino]-2-(2-methyl-1H-indol-5-yl)quinoxaline-6-carbonitrile). The reactants are ClC1=NC2=CC=C(C=C2N=C1N(C(C)C)C)C#N (2-chloro-3-[methyl(propan-2-yl)amino]quinoxaline-6-carbonitrile), CC=1NC2=CC=C(C=C2C1)B1OC(C(O1)(C)C)(C)C (2-methyl-5-(tetramethyl-1,3,2-dioxaborolan-2-yl)-1H-indole), C([O-])([O-])=O.[K+].[K+] (potassium carbonate), O (water). The reactants are C12(CC3CC(CC(C1)C3)C2)C2=CC=C(O2)C(=O)O (5-Adamantan-1-yl-furan-2-carboxylic acid), C(C)OC(C=CC1=CC(=CC=C1)N)=O (3-(3-Amino-phenyl)-acrylic acid ethyl ester). Yields the product C(C)OC(C=CC1=CC(=CC=C1)NC(=O)C=1OC(=CC1)C12CC3CC(CC(C1)C3)C2)=O (3-{3-[(5-Adamantan-1-yl-furan-2-carbonyl)-amino]-phenyl}-acrylic acid ethyl ester). As a reaction SMILES: [C:1]12([C:11]3[O:15][C:14]([C:16](O)=[O:17])=[CH:13][CH:12]=3)[CH2:10][CH:5]3[CH2:6][CH:7]([CH2:9][CH:3]([CH2:4]3)[CH2:2]1)[CH2:8]2.[CH2:19]([O:21][C:22](=[O:32])[CH:23]=[CH:24][C:25]1[CH:30]=[CH:29][CH:28]=[C:27]([NH2:31])[CH:26]=1)[CH3:20]>>[CH2:19]([O:21][C:22](=[O:32])[CH:23]=[CH:24][C:25]1[CH:30]=[CH:29][CH:28]=[C:27]([NH:31][C:16]([C:14]2[O:15][C:11]([C:1]34[CH2:10][CH:5]5[CH2:4][CH:3]([CH2:9][CH:7]([CH2:6]5)[CH2:8]3)[CH2:2]4)=[CH:12][CH:13]=2)=[O:17])[CH:26]=1)[CH3:20]. Procedure: 5-Adamantan-1-yl-furan-2-carboxylic acid (50 mg, 0.20 mmol) was coupled to aniline (60) (43 mg, 0.22 mmol) using Method D to give the title compound.